From a dataset of the Open Reaction Database (ORD), a public repository of structured organic reaction records. describe an organic reaction: reactants, conditions, products, and yield Reactants: C(C)OC(=O)C1=C(N(C2=CC=C(C=C12)O)C1=CC=C(C=C1)OC)CC(=O)OCC (2-ethoxycarbonylmethyl-1-(4-methoxyphenyl)-5-hydroxyindole-3-carboxylic acid ethyl ester), FC(C=1C=C(C=CC1)B(O)O)(F)F (3-trifluoromethylphenylboronic acid). Product: C(C)OC(=O)C1=C(N(C2=CC=C(C=C12)OC1=CC(=CC=C1)C(F)(F)F)C1=CC=C(C=C1)OC)CC(=O)OCC (2-Ethoxycarbonylmethyl-1-(4-methoxyphenyl)-5-(3-trifluoromethylphenoxy)indole-3-carboxylic acid ethyl ester). As a reaction SMILES: [CH2:1]([O:3][C:4]([C:6]1[C:14]2[C:9](=[CH:10][CH:11]=[C:12]([OH:15])[CH:13]=2)[N:8]([C:16]2[CH:21]=[CH:20][C:19]([O:22][CH3:23])=[CH:18][CH:17]=2)[C:7]=1[CH2:24][C:25]([O:27][CH2:28][CH3:29])=[O:26])=[O:5])[CH3:2].[F:30][C:31]([F:42])([F:41])[C:32]1[CH:33]=[C:34](B(O)O)[CH:35]=[CH:36][CH:37]=1>>[CH2:1]([O:3][C:4]([C:6]1[C:14]2[C:9](=[CH:10][CH:11]=[C:12]([O:15][C:36]3[CH:35]=[CH:34][CH:33]=[C:32]([C:31]([F:42])([F:41])[F:30])[CH:37]=3)[CH:13]=2)[N:8]([C:16]2[CH:21]=[CH:20][C:19]([O:22][CH3:23])=[CH:18][CH:17]=2)[C:7]=1[CH2:24][C:25]([O:27][CH2:28][CH3:29])=[O:26])=[O:5])[CH3:2]. Reported procedure: The sub-title compound was prepared in accordance with step (a) Example 24 from 2-ethoxycarbonylmethyl-1-(4-methoxyphenyl)-5-hydroxyindole-3-carboxylic acid ethyl ester (153 mg, 0.40 mmol, see (b) Example 4) and 3-trifluoromethylphenylboronic acid (114 mg, 0.60 mmol). Yield 166 mg (77%). Starting materials: [OH-].[K+] (potassium hydroxide), ClC=1C(=C(C(=C(C1Cl)Cl)Cl)C#N)C#N (3,4,5,6-tetra-chloro-1,2-dicyanobenzene), C1(=CC=CC=C1)O (phenol). Run in O (water), CC(=O)C (acetone), O (water). Reaction conditions: temperature 60 celsius, time 2 hour. Yields the product ClC=1C(=C(C(=C(C1OC1=CC=CC=C1)Cl)Cl)C#N)C#N (3,5,6-Trichloro-1,2-dicyano-4-phenoxybenzene). RXN SMILES: [OH-].[K+].[Cl:3][C:4]1[C:5]([C:15]#[N:16])=[C:6]([C:13]#[N:14])[C:7]([Cl:12])=[C:8](Cl)[C:9]=1[Cl:10].[C:17]1([OH:23])[CH:22]=[CH:21][CH:20]=[CH:19][CH:18]=1>O.CC(C)=O>[Cl:12][C:7]1[C:6]([C:13]#[N:14])=[C:5]([C:15]#[N:16])[C:4]([Cl:3])=[C:9]([Cl:10])[C:8]=1[O:23][C:17]1[CH:22]=[CH:21][CH:20]=[CH:19][CH:18]=1 |f:0.1|. Procedure: A solution of potassium hydroxide (11.2 parts) in water (22 parts) was added dropwise to a stirred solution of 3,4,5,6-tetra-chloro-1,2-dicyanobenzene (26.6 parts) and phenol (9.4 parts) in acetone (100 arts) at 0° C. The solution was stirred at 60° C. for 2 hours before pouring into water (500 parts). The aqueous mixture was extracted with dichloromethane (3×500 parts). The dichloromethane extracts were washed with water (3×200 parts), dried over anhydrous Na2SO4, filtered and the dichlorometha... Product: Cc1csc(Nc2cc(Oc3ccccc3C#N)ccn2)n1. Reactants: O=C([O-])[O-], C1CCOC1, Cc1csc(Nc2cc(O)ccn2)n1, CS(C)=O, Cl, N#Cc1ccccc1F, [K+], [K+]. Reaction SMILES: [C:24](=[O:25])([O-:26])[O-:27].[CH2:35]1[O:36][CH2:37][CH2:38][CH2:39]1.[CH3:1][c:2]1[n:3][c:4]([NH:7][c:8]2[n:9][cH:10][cH:11][c:12]([OH:14])[cH:13]2)[s:5][cH:6]1.[CH3:31][S:32]([CH3:33])=[O:34].[ClH:30].[F:15][c:16]1[c:17]([C:18]#[N:19])[cH:20][cH:21][cH:22][cH:23]1.[K+:28].[K+:29]>>[CH3:1][c:2]1[n:3][c:4]([NH:7][c:8]2[n:9][cH:10][cH:11][c:12]([O:14][c:16]3[c:17]([C:18]#[N:19])[cH:20][cH:21][cH:22][cH:23]3)[cH:13]2)[s:5][cH:6]1. Starting materials: C(C#C)NC(OC1=CC=C(C=C1)[N+](=O)[O-])=O (4-Nitrophenyl prop-2-ynylcarbamate), ClC1=C(CN2C[C@@H](OCC2)CN)C=CC=C1Cl ([(2S)-4-(2,3-dichlorobenzyl)morpholin-2-yl]methylamine), C(C)(C)N(C(C)C)CC (N,N-diisopropylethylamine). The solvent is ClCCl (dichloromethane). Run at time 16 hour. Yields the product ClC1=C(CN2C[C@@H](OCC2)CNC(=O)NCC#C)C=CC=C1Cl (N-{[(2S)-4-(2,3-dichlorobenzyl)morpholin-2-yl]methyl}-N′-prop-2-ynylurea). Isolated yield 51.5%. RXN SMILES: [CH2:1]([NH:4][C:5](=O)[O:6]C1C=CC([N+]([O-])=O)=CC=1)[C:2]#[CH:3].[Cl:17][C:18]1[C:32]([Cl:33])=[CH:31][CH:30]=[CH:29][C:19]=1[CH2:20][N:21]1[CH2:26][CH2:25][O:24][C@@H:23]([CH2:27][NH2:28])[CH2:22]1.C(N(CC)C(C)C)(C)C>ClCCl>[Cl:17][C:18]1[C:32]([Cl:33])=[CH:31][CH:30]=[CH:29][C:19]=1[CH2:20][N:21]1[CH2:26][CH2:25][O:24][C@@H:23]([CH2:27][NH:28][C:5]([NH:4][CH2:1][C:2]#[CH:3])=[O:6])[CH2:22]1. Reported procedure: A solution of Intermediate 22 (0.024 g) in dichloromethane (1 ml) was stirred with Intermediate 20 (0.033 g) and N,N-diisopropylethylamine (0.022 ml) for 3 h at 23° C. The solvent was removed in vacuo and the residue was purified by solid phase extraction (Isolute SCX sulphonic acid column) eluting with methanol followed by 10% 0.880 ammonia solution in methanol. The basic fraction was concentrated in vacuo, and the residue was dissolved in dichloromethane (5 ml), and the solution shaken with po...